Task: describe an organic reaction: reactants, conditions, products, and yield. Dataset: the Open Reaction Database (ORD), a public repository of structured organic reaction records Reactants: Cl, O=N[O-], CCCCn1c(N)cc(=O)[nH]c1=O, [Na+], O. The product is CCCCn1c(N)c(N=O)c(=O)[nH]c1=O. Reaction SMILES: [ClH:14].[N:15](=[O:16])[O-:17].[NH2:1][c:2]1[cH:3][c:4](=[O:13])[nH:5][c:6](=[O:12])[n:7]1[CH2:8][CH2:9][CH2:10][CH3:11].[Na+:18].[OH2:19]>>[NH2:1][c:2]1[c:3]([N:15]=[O:16])[c:4](=[O:13])[nH:5][c:6](=[O:12])[n:7]1[CH2:8][CH2:9][CH2:10][CH3:11]. Starting materials: C(C)(C)(C)OC(NCC1(CCN(CC1)C(C)=O)C1=CC=CC=C1)=O ((1-acetyl-4-phenylpiperidin-4-ylmethyl)carbamic acid tert-butyl ester), Cl (HCl). Solvent: CCOCC (ether), O1CCOCC1 (1,4-dioxane). Run at time 1 hour. The product is Cl.NCC1(CCN(CC1)C(C)=O)C1=CC=CC=C1 (1-(4-aminomethyl-4-phenylpiperidin-1-yl)-ethanone hydrochloride). Reaction SMILES: C(OC(=O)[NH:7][CH2:8][C:9]1([C:18]2[CH:23]=[CH:22][CH:21]=[CH:20][CH:19]=2)[CH2:14][CH2:13][N:12]([C:15](=[O:17])[CH3:16])[CH2:11][CH2:10]1)(C)(C)C.[ClH:25]>CCOCC.O1CCOCC1>[ClH:25].[NH2:7][CH2:8][C:9]1([C:18]2[CH:19]=[CH:20][CH:21]=[CH:22][CH:23]=2)[CH2:10][CH2:11][N:12]([C:15](=[O:17])[CH3:16])[CH2:13][CH2:14]1 |f:4.5|. Procedure: To a solution of (1-acetyl-4-phenylpiperidin-4-ylmethyl)carbamic acid tert-butyl ester in ether is added 4 N HCl in 1,4-dioxane. The reaction mixture is stirred at room temperature for 1 h, and concentrated in vacuo. The resulting solid is washed with ether to give the title compound, which is directly used for the next reaction without further purification. Reactants: C(C)=O (acetaldehyde), [Cr](=O)(=O)([O-])Cl.[NH+]1=CC=CC=C1 (pyridinium chlorochromate), FC(OC1=CC=C(C=C1)I)(F)F (4-(trifluoromethoxy)iodobenzene), C(CCC)[Li] (n-butyl-lithium), solution. Run in C(C)OCC (diethyl ether), C(C)OCC (diethyl ether), O (water), C(C)OCC (diethyl ether), CCCCCC (hexane), C(Cl)Cl (methylene dichloride), C(C)OCC (diethyl ether), C(C)(=O)O (acetic acid). Run at time 20 minute. The product is CC(=O)C1=CC=C(C=C1)OC(F)(F)F (4-trifluoromethoxyacetophenone). As a reaction SMILES: [F:1][C:2]([F:12])([F:11])[O:3][C:4]1[CH:9]=[CH:8][C:7](I)=[CH:6][CH:5]=1.C([Li])CCC.[CH:18](=[O:20])[CH3:19].[Cr](Cl)([O-])(=O)=O.[NH+]1C=CC=CC=1>C(OCC)C.CCCCCC.C(Cl)Cl.O.C(O)(=O)C>[CH3:19][C:18]([C:7]1[CH:8]=[CH:9][C:4]([O:3][C:2]([F:12])([F:11])[F:1])=[CH:5][CH:6]=1)=[O:20] |f:3.4|. Procedure: A solution of 4-(trifluoromethoxy)iodobenzene (8.64 g.) in anhydrous diethyl ether (60 ml.) was added dropwise at -65° C. to n-butyl-lithium (21 ml. of a 1.6M solution in hexane) over 20 minutes. After stirring for a further 20 minutes, a solution of acetaldehyde (1.6 g.) in diethyl ether (15 ml.) was added, keeping the temperature below -60° C. Stirring was continued for 1 hour, after which time the temperature was allowed to rise to -30° C. and a mixture of glacial acetic acid (15 ml) and diet... Starting materials: [NH4+].[OH-] (NH4OH), NC=1C(=CC2=C(NC(CN(C2)CC)=O)C1)OC (8-amino-4-ethyl-7-methoxy-1,3,4,5-tetrahydro-benzo[e][1,4]diazepin-2-one), ClC1=NC=C(C(=N1)N[C@H]1[C@@H](CCCC1)NS(=O)(=O)C)Cl (N-[(1R,2R)-2-(2,5-dichloro-pyrimidin-4-ylamino)-cyclohexyl]-methanesulfonamide). Run in C(Cl)Cl.CO (DCM MeOH). Product: ClC=1C(=NC(=NC1)NC=1C(=CC2=C(NC(CN(C2)CC)=O)C1)OC)N[C@H]1[C@@H](CCCC1)NS(=O)(=O)C (N-{(1R,2R)-2-[5-chloro-2-(4-ethyl-7-methoxy-2-oxo-2,3,4,5-tetrahydro-1H-benzo[e][1,4]diazepin-8-ylamino)-pyrimidin-4-ylamino]-cyclohexyl}-methane-sulfonamide). Yield: 24.8%. Reaction SMILES: [NH2:1][C:2]1[C:3]([O:16][CH3:17])=[CH:4][C:5]2[CH2:11][N:10]([CH2:12][CH3:13])[CH2:9][C:8](=[O:14])[NH:7][C:6]=2[CH:15]=1.Cl[C:19]1[N:24]=[C:23]([NH:25][C@@H:26]2[CH2:31][CH2:30][CH2:29][CH2:28][C@H:27]2[NH:32][S:33]([CH3:36])(=[O:35])=[O:34])[C:22]([Cl:37])=[CH:21][N:20]=1.[NH4+].[OH-]>C(Cl)Cl.CO>[Cl:37][C:22]1[C:23]([NH:25][C@@H:26]2[CH2:31][CH2:30][CH2:29][CH2:28][C@H:27]2[NH:32][S:33]([CH3:36])(=[O:35])=[O:34])=[N:24][C:19]([NH:1][C:2]2[C:3]([O:16][CH3:17])=[CH:4][C:5]3[CH2:11][N:10]([CH2:12][CH3:13])[CH2:9][C:8](=[O:14])[NH:7][C:6]=3[CH:15]=2)=[N:20][CH:21]=1 |f:2.3,4.5|. Procedure: In an analogous manner to procedure 1656g, 8-amino-4-ethyl-7-methoxy-1,3,4,5-tetrahydro-benzo[e][1,4]diazepin-2-one (70 mg, 0.30 mmol) and N-[(1R,2R)-2-(2,5-dichloro-pyrimidin-4-ylamino)-cyclohexyl]-methanesulfonamide (101 mg, 0.30 mmol) were coupled to provide N-{(1R,2R)-2-[5-chloro-2-(4-ethyl-7-methoxy-2-oxo-2,3,4,5-tetrahydro-1H-benzo[e][1,4]diazepin-8-ylamino)-pyrimidin-4-ylamino]-cyclohexyl}-methane-sulfonamide (40 mg, 20%) as a mustard yellow solid following preparative tlc (DCM/MeOH/c.NH4...